This data is from the Open Reaction Database (ORD), a public repository of structured organic reaction records. The task is: describe an organic reaction: reactants, conditions, products, and yield Starting materials: C[O-], CN(C)C=O, O=[N+]([O-])c1ccc2c(c1)C(C1OCCO1)c1cc([N+](=O)[O-])ccc1-2, [Na+], O. The product is COc1ccc2c(c1)C(C1OCCO1)c1cc([N+](=O)[O-])ccc1-2. As a reaction SMILES: [CH3:1][O-:2].[CH3:28][N:29]([CH:30]=[O:31])[CH3:32].[N+:4](=[O:5])([O-:6])[c:7]1[cH:8][c:9]2[c:17]([cH:18][cH:19]1)-[c:16]1[c:11]([cH:12][c:13]([N+:20]([O-:21])=[O:22])[cH:14][cH:15]1)[CH:10]2[CH:23]1[O:24][CH2:25][CH2:26][O:27]1.[Na+:3].[OH2:33]>>[N+:4](=[O:5])([O-:6])[c:7]1[cH:8][c:9]2[c:17]([cH:18][cH:19]1)-[c:16]1[c:11]([cH:12][c:13]([O:31][CH3:30])[cH:14][cH:15]1)[CH:10]2[CH:23]1[O:24][CH2:25][CH2:26][O:27]1. Reactants: C=C(CBr)C(=O)OC(C)(C)C, O=C([O-])[O-], COCCO, [K+], [K+], O. Yields the product C=C(COCCOC)C(=O)OC(C)(C)C. As a reaction SMILES: [Br:1][CH2:2][C:3]([C:4](=[O:5])[O:6][C:7]([CH3:8])([CH3:9])[CH3:10])=[CH2:11].[C:12](=[O:13])([O-:14])[O-:15].[CH3:18][O:19][CH2:20][CH2:21][OH:22].[K+:16].[K+:17].[OH2:23]>>[CH2:2]([C:3]([C:4](=[O:5])[O:6][C:7]([CH3:8])([CH3:9])[CH3:10])=[CH2:11])[O:22][CH2:21][CH2:20][O:19][CH3:18]. Reactants: C(#N)[BH3-].[Na+] (Sodium cyanoborohydride), N1C=C(C2=CC=CC=C12)C1CC(C2=CC=CC=C12)=O (3-(1H-indol-3-yl)-indan-1-one), N1CCCCC1 (piperidine), [OH-].[Na+] (NaOH). The solvent is CO (methanol), C(C)(=O)O (acetic acid), O (water). Run at temperature 150 celsius, time 30 minute. Product: N1(CCCCC1)[C@H]1C[C@H](C2=CC=CC=C12)C1=CNC2=CC=CC=C12 (cis-3-(3-Piperidin-1-yl-indan-1-yl)-1H-indole). Reaction SMILES: C([BH3-])#N.[Na+].[NH:5]1[C:13]2[C:8](=[CH:9][CH:10]=[CH:11][CH:12]=2)[C:7]([CH:14]2[C:22]3[C:17](=[CH:18][CH:19]=[CH:20][CH:21]=3)[C:16](=O)[CH2:15]2)=[CH:6]1.[NH:24]1[CH2:29][CH2:28][CH2:27][CH2:26][CH2:25]1.[OH-].[Na+]>CO.C(O)(=O)C.O>[N:24]1([C@@H:16]2[C:17]3[C:22](=[CH:21][CH:20]=[CH:19][CH:18]=3)[C@H:14]([C:7]3[C:8]4[C:13](=[CH:12][CH:11]=[CH:10][CH:9]=4)[NH:5][CH:6]=3)[CH2:15]2)[CH2:29][CH2:28][CH2:27][CH2:26][CH2:25]1 |f:0.1,4.5|. Reported procedure: Sodium cyanoborohydride (61 mg; 0.97 mmol ) was added to 3-(1H-indol-3-yl)-indan-1-one (200 mg; 0.81 mmol ) and piperidine (344 mg; 4.05 mmol ) in 3 mL methanol and 0.5 mL acetic acid. The reaction mixture was stirred 30 minutes at 150° C. under microwave irradiation using the Emry Optimizer™ instrument. The reaction mixture was poured into water and made basic with 27% aqueous NaOH. The mixture was extracted with ethyl acetate. The organic phase was dried over MgSO4 and concentrated in vacuo. c... Reactants: IC1=CC=C(C=C1)N1CCCCC1 (1-(4-iodophenyl)piperidine), C(C#C)OCCCCCCO (6-[(2-propynyl)oxy]-1-hexanol). Reagents/catalysts: [Cu]I (copper (I) iodide). Solvent: C(C)NCC (diethylamine). Reaction conditions: time 8 hour. Yields the product N1(CCCCC1)C1=CC=C(C=C1)C#CCOCCCCCCO (6-[[3-[4-(1-Piperidinyl)phenyl]-2-propynyl]oxy]hexanol). Isolated yield 72.8%. Reaction SMILES: I[C:2]1[CH:7]=[CH:6][C:5]([N:8]2[CH2:13][CH2:12][CH2:11][CH2:10][CH2:9]2)=[CH:4][CH:3]=1.[CH2:14]([O:17][CH2:18][CH2:19][CH2:20][CH2:21][CH2:22][CH2:23][OH:24])[C:15]#[CH:16]>C(NCC)C.[Cu]I>[N:8]1([C:5]2[CH:6]=[CH:7][C:2]([C:16]#[C:15][CH2:14][O:17][CH2:18][CH2:19][CH2:20][CH2:21][CH2:22][CH2:23][OH:24])=[CH:3][CH:4]=2)[CH2:13][CH2:12][CH2:11][CH2:10][CH2:9]1. Procedure: A mixture of 1-(4-iodophenyl)piperidine (1.5 g), 6-[(2-propynyl)oxy]-1-hexanol (820 mg), BTPC (35 mg) and copper (I) iodide (20 mg) in diethylamine (30 ml) under nitrogen, was stired at room temperature overnight. The solvent was evaporated and the residue was partitioned between EA (50 ml) and 8% aqueous sodium bicarbonate (50 ml). The organic layer was washed with water and brine, dried and concentrated to a dark oil which was purified by FCC eluting with ER to give the title compound as an or... The reactants are C(C)(C)(C)OC(=O)N1C(C(=C[C@@H]1CO[Si](C)(C)C(C)(C)C)C1=CC=C(C=C1)OCC1=CC=CC=C1)=O ((5R)-3-(4-benzyloxyphenyl)-5-(tert-butyldimethylsilanyloxymethyl)-2-oxo-2,5-dihydro-pyrrole-1-carboxylic acid tert-butyl ester). Reagents/catalysts: [OH-].[OH-].[Pd+2] (palladium hydroxide on carbon). Run in C(C)(=O)OCC (ethyl acetate), CCCCCC (hexane). The product is C(C)(C)(C)OC(=O)N1C([C@@H](C[C@@H]1CO[Si](C)(C)C(C)(C)C)C1=CC=C(C=C1)OCC1=CC=CC=C1)=O ((3S,5R)-3-(4-Benzyloxyphenyl)-5-(tert-butyidimethylsilanyloxymethyl)-2-oxo-pyrrolidine-1-carboxylic acid tert-butyl ester). The yield is 99.7%. RXN SMILES: [C:1]([O:5][C:6]([N:8]1[C@@H:12]([CH2:13][O:14][Si:15]([C:18]([CH3:21])([CH3:20])[CH3:19])([CH3:17])[CH3:16])[CH:11]=[C:10]([C:22]2[CH:27]=[CH:26][C:25]([O:28][CH2:29][C:30]3[CH:35]=[CH:34][CH:33]=[CH:32][CH:31]=3)=[CH:24][CH:23]=2)[C:9]1=[O:36])=[O:7])([CH3:4])([CH3:3])[CH3:2]>C(OCC)(=O)C.CCCCCC.[OH-].[OH-].[Pd+2]>[C:1]([O:5][C:6]([N:8]1[C@@H:12]([CH2:13][O:14][Si:15]([C:18]([CH3:21])([CH3:20])[CH3:19])([CH3:17])[CH3:16])[CH2:11][C@@H:10]([C:22]2[CH:27]=[CH:26][C:25]([O:28][CH2:29][C:30]3[CH:31]=[CH:32][CH:33]=[CH:34][CH:35]=3)=[CH:24][CH:23]=2)[C:9]1=[O:36])=[O:7])([CH3:2])([CH3:3])[CH3:4] |f:3.4.5|. Reported procedure: A solution of (5R)-3-(4-benzyloxyphenyl)-5-(tert-butyldimethylsilanyloxymethyl)-2-oxo-2,5-dihydro-pyrrole-1-carboxylic acid tert-butyl ester (2.0 g, 3.92 mmol) in ethyl acetate (40 mL) and hexane (40 mL) was treated with 20% palladium hydroxide on carbon (200 mg) and hydrogenated in a Parr™ shaker at 3 atmospheres pressure for 2 hours. The catalyst was removed by filtration and the solvent was evaporated to provide the title compound as a yellow oil (2.0 g, 100%).